This data is from the Open Reaction Database (ORD), a public repository of structured organic reaction records. The task is: describe an organic reaction: reactants, conditions, products, and yield Reactants: COC(=O)c1cc(COc2ccc(-c3ccc(OC)cn3)cc2)c(C)o1, C1CCOC1. Product: COc1ccc(-c2ccc(OCc3cc(C(=O)O)oc3C)cc2)nc1. RXN SMILES: [CH3:1][O:2][C:3](=[O:4])[c:5]1[o:6][c:7]([CH3:26])[c:8]([CH2:10][O:11][c:12]2[cH:13][cH:14][c:15](-[c:18]3[n:19][cH:20][c:21]([O:24][CH3:25])[cH:22][cH:23]3)[cH:16][cH:17]2)[cH:9]1.[O:27]1[CH2:28][CH2:29][CH2:30][CH2:31]1>>[O:2]=[C:3]([OH:4])[c:5]1[o:6][c:7]([CH3:26])[c:8]([CH2:10][O:11][c:12]2[cH:13][cH:14][c:15](-[c:18]3[n:19][cH:20][c:21]([O:24][CH3:25])[cH:22][cH:23]3)[cH:16][cH:17]2)[cH:9]1.